describe an organic reaction: reactants, conditions, products, and yield From a dataset of the Open Reaction Database (ORD), a public repository of structured organic reaction records. Starting materials: CCOC(=O)c1cnc(-c2cccc(F)c2)nc1C, C1CCOC1, CO, [Na+], [OH-], O. The product is Cc1nc(-c2cccc(F)c2)ncc1C(=O)O. RXN SMILES: [CH2:1]([CH3:2])[O:3][C:4](=[O:5])[c:6]1[c:7]([CH3:19])[n:8][c:9](-[c:12]2[cH:13][c:14]([F:18])[cH:15][cH:16][cH:17]2)[n:10][cH:11]1.[CH2:22]1[O:23][CH2:24][CH2:25][CH2:26]1.[CH3:27][OH:28].[Na+:21].[OH-:20].[OH2:29]>>[O:3]=[C:4]([OH:5])[c:6]1[c:7]([CH3:19])[n:8][c:9](-[c:12]2[cH:13][c:14]([F:18])[cH:15][cH:16][cH:17]2)[n:10][cH:11]1. The reactants are CC(=O)n1c2c(c3cc(O[Si](C)(C)C(C)(C)C)ccc31)CSc1ccccc1-2, CCCC[N+](CCCC)(CCCC)CCCC, C1CCOC1, [F-]. Yields the product CC(=O)n1c2c(c3cc(O)ccc31)CSc1ccccc1-2. RXN SMILES: [C:1]([Si:2]([CH3:3])([CH3:4])[O:6][c:7]1[cH:8][c:9]2[c:10]3[c:15]([n:16]([C:20]([CH3:21])=[O:22])[c:17]2[cH:18][cH:19]1)-[c:14]1[c:13]([cH:26][cH:25][cH:24][cH:23]1)[S:12][CH2:11]3)([CH3:5])([CH3:27])[CH3:28].[CH2:30]([N+:31]([CH2:32][CH2:33][CH2:34][CH3:35])([CH2:36][CH2:37][CH2:38][CH3:39])[CH2:40][CH2:41][CH2:42][CH3:43])[CH2:44][CH2:45][CH3:46].[CH2:47]1[O:48][CH2:49][CH2:50][CH2:51]1.[F-:29]>>[OH:6][c:7]1[cH:8][c:9]2[c:10]3[c:15]([n:16]([C:20]([CH3:21])=[O:22])[c:17]2[cH:18][cH:19]1)-[c:14]1[c:13]([cH:26][cH:25][cH:24][cH:23]1)[S:12][CH2:11]3. Reactants: N1CCC(C(=O)O)CC1 (isonipecotic acid), C=O (formaldehyde), C(C)O (ethanol), [Cl-].[Na+] (sodium chloride), Cl (hydrochloric acid), C(C)O (ethanol), [C-]#N.[Na+] (Sodium cyanide). Run at time 8 hour. Product: C(#N)CN1CCC(C(=O)O)CC1 (N-cyanomethyl isonipecotic acid). Reaction SMILES: [NH:1]1[CH2:9][CH2:8][CH:4]([C:5]([OH:7])=[O:6])[CH2:3][CH2:2]1.C=O.[C-]#[N:13].[Na+].Cl.[Cl-].[Na+].[CH2:18](O)[CH3:19]>>[C:18]([CH2:19][N:1]1[CH2:9][CH2:8][CH:4]([C:5]([OH:7])=[O:6])[CH2:3][CH2:2]1)#[N:13] |f:2.3,5.6|. Reported procedure: In a 12 l round bottomed flask combine isonipecotic acid (1226 g, 9.49 moles), 37% formaldehyde (850 ml) and absolute ethanol (5.0 l) and stir for thirty minutes. Sodium cyanide (470 g, 9.49 moles) is added and the reaction stirred at ambient temperature overnight. Absolute ethanol (1.3 l) and 12 M hydrochloric acid (795 ml) is added and the suspension stirred for four hours. The product is collected by vacuum filtration, washed thrice with methyl-t-butylether (3.0 l) and dried at 25 in Hg overn... Starting materials: FC(C(=O)O)(F)F (Trifluoroacetic acid), C(C1=CC=CC=C1)OC(=O)NCC1=CC2=C(C=N1)CC(C2)NC(OC(C)(C)C)=O (t-butyl [6,7-dihydro-3-[[benzyloxycarbonyl]aminomethyl]-5H-cyclopenta[c]pyridin-6-yl]carbamate). Conditions: time 20 minute. Product: NC1CC2=C(C=NC(=C2)CNC(OCC2=CC=CC=C2)=O)C1 (phenylmethyl [[6-amino-6,7-dihydro-5H-cyclopenta[c]pyridin-3-yl]methyl]carbamate). RXN SMILES: FC(F)(F)C(O)=O.[CH2:8]([O:15][C:16]([NH:18][CH2:19][C:20]1[N:25]=[CH:24][C:23]2[CH2:26][CH:27]([NH:29]C(=O)OC(C)(C)C)[CH2:28][C:22]=2[CH:21]=1)=[O:17])[C:9]1[CH:14]=[CH:13][CH:12]=[CH:11][CH:10]=1>>[NH2:29][CH:27]1[CH2:26][C:23]2[CH:24]=[N:25][C:20]([CH2:19][NH:18][C:16](=[O:17])[O:15][CH2:8][C:9]3[CH:10]=[CH:11][CH:12]=[CH:13][CH:14]=3)=[CH:21][C:22]=2[CH2:28]1. Reported procedure: Trifluoroacetic acid (25 ml) was added to t-butyl [6,7-dihydro-3-[[benzyloxycarbonyl]aminomethyl]-5H-cyclopenta[c]pyridin-6-yl]carbamate (55, 4.45 g, 11.2 mmol) at room temperature, and the mixture was stirred for 20 minutes. Excess trifluoroacetic acid was removed under vacuum, and the residue was partitioned between 1:1 tetrahydrofuran/diethylether and 5% sodium hydroxide solution. The aqueous solution was extracted twice more with 1:1 tetrahydrofuran/diethylether, and the combined extracts we...